The task is: describe an organic reaction: reactants, conditions, products, and yield. This data is from the Open Reaction Database (ORD), a public repository of structured organic reaction records. The reactants are ClC1=CC(=C(N=N1)C1=CC2=C(C=C1)OCCO2)C2=CC=C(C=C2)OC (6-chloro-3-(3,4-ethylenedioxyphenyl)-4-(4-methoxyphenyl)pyridazine), FC1=C(C=CC(=C1)F)O (2,4-difluorophenol). The product is FC1=C(OC2=CC(=C(N=N2)C2=CC3=C(C=C2)OCCO3)C3=CC=C(C=C3)OC)C=CC(=C1)F (6-(2,4-difluorophenoxy)-3-(3,4-ethylenedioxyphenyl)-4-(4-methoxyphenyl)pyridazine), prisms. Yield: 65.7%. RXN SMILES: Cl[C:2]1[N:7]=[N:6][C:5]([C:8]2[CH:13]=[CH:12][C:11]3[O:14][CH2:15][CH2:16][O:17][C:10]=3[CH:9]=2)=[C:4]([C:18]2[CH:23]=[CH:22][C:21]([O:24][CH3:25])=[CH:20][CH:19]=2)[CH:3]=1.[F:26][C:27]1[CH:32]=[C:31]([F:33])[CH:30]=[CH:29][C:28]=1[OH:34]>>[F:26][C:27]1[CH:32]=[C:31]([F:33])[CH:30]=[CH:29][C:28]=1[O:34][C:2]1[N:7]=[N:6][C:5]([C:8]2[CH:13]=[CH:12][C:11]3[O:14][CH2:15][CH2:16][O:17][C:10]=3[CH:9]=2)=[C:4]([C:18]2[CH:23]=[CH:22][C:21]([O:24][CH3:25])=[CH:20][CH:19]=2)[CH:3]=1. Procedure: In a similar manner as in Example 2, 6-chloro-3-(3,4-ethylenedioxyphenyl)-4-(4-methoxyphenyl)pyridazine (136 mg, 0.383 mmol) and 2,4-difluorophenol were reacted as starting materials at 120° C. for 8 hours and post-treatment was then conducted, whereby the title compound was obtained as colorless prisms (113 mg, 65.7%). Melting point: 158.0-159.5° C. (ethyl acetate-hexane). Starting materials: CC(C)=CC1C(C(=O)OCc2c(F)c(F)c(C)c(F)c2F)C1(C)C, CO, CCOC(C)=O, O. Yields the product Cc1c(F)c(F)c(COC(=O)C2C(C=O)C2(C)C)c(F)c1F. Reaction SMILES: [CH3:1][C:2]1([CH3:24])[CH:3]([C:9](=[O:10])[O:11][CH2:12][c:13]2[c:14]([F:23])[c:15]([F:22])[c:16]([CH3:21])[c:17]([F:20])[c:18]2[F:19])[CH:4]1[CH:5]=[C:6]([CH3:7])[CH3:8].[CH3:25][OH:26].[CH3:27][CH2:28][O:29][C:30](=[O:31])[CH3:32].[OH2:33]>>[CH3:1][C:2]1([CH3:24])[CH:3]([C:9](=[O:10])[O:11][CH2:12][c:13]2[c:14]([F:23])[c:15]([F:22])[c:16]([CH3:21])[c:17]([F:20])[c:18]2[F:19])[CH:4]1[CH:5]=[O:29]. Reactants: COC=1C=2N(C=CC1)N=C(N2)C2(CC2)CO ((1-(8-methoxy-[1,2,4]triazolo[1,5-a]pyridin-2-yl)cyclopropyl)methanol), IN1C(CCC1=O)=O (N-iodosuccinimide), C(=O)(O)[O-].[Na+] (NaHCO3), [O-]S(=O)(=S)[O-].[Na+].[Na+] (Na2S2O3), B(F)(F)F.O.O (BF3.2H2O). Reaction conditions: time 24 hour. Product: IC1=CC=C(C=2N1N=C(N2)C2(CC2)CO)OC ((1-(5-iodo-8-methoxy-[1,2,4]triazolo[1,5-a]pyridin-2-yl)cyclopropyl)methanol). Isolated yield 52.3%. Reaction SMILES: [CH3:1][O:2][C:3]1[C:4]2[N:5]([N:9]=[C:10]([C:12]3([CH2:15][OH:16])[CH2:14][CH2:13]3)[N:11]=2)[CH:6]=[CH:7][CH:8]=1.[I:17]N1C(=O)CCC1=O.B(F)(F)F.O.O.C([O-])(O)=O.[Na+].[O-]S([O-])(=S)=O.[Na+].[Na+]>>[I:17][C:6]1[N:5]2[N:9]=[C:10]([C:12]3([CH2:15][OH:16])[CH2:14][CH2:13]3)[N:11]=[C:4]2[C:3]([O:2][CH3:1])=[CH:8][CH:7]=1 |f:2.3.4,5.6,7.8.9|. Procedure details: A mixture of (1-(8-methoxy-[1,2,4]triazolo[1,5-a]pyridin-2-yl)cyclopropyl)methanol (1.7 g, 7.76 mmol) and N-iodosuccinimide (1.7 g, 7.76 mmol) was treated with BF3.2H2O (8.5 g, 77.6 mmol, 5.3 ml) at RT. After 24 h, the reaction mixture was poured into a 1:1 mixture of the aq. solutions of NaHCO3 (1 M) and Na2S2O3 (1 M) and extracted with DCM. The combined organic phase was washed with H2O, over anhyd. Na2SO4 and concentrated under reduced pressure. The residue obtained was purified by column chr... Reactants: COC(=O)C1CC2=C(C=CC=C2CC1)OC (8-methoxy-1,2,3,4-tetrahydro-naphthalene-2-carboxylic acid methyl ester), CI (Methyl iodide), [NH4+].[Cl-] (NH4Cl), N(C(C)C)C(C)C (iPr2NH), [Li]CCCC (BuLi). Solvent: C1CCOC1 (THF), CN(C)P(=O)(N(C)C)N(C)C (HMPA), C1CCOC1 (THF). Run at time 10 minute. Yields the product COC(=O)C1(CC2=C(C=CC=C2CC1)OC)C (8-methoxy-2-methyl-1,2,3,4-tetrahydro-naphthalene-2-carboxylic acid methyl ester). The yield is 84.0%. As a reaction SMILES: N(C(C)C)[CH:2](C)C.[Li]CCCC.[CH3:13][O:14][C:15]([CH:17]1[CH2:26][CH2:25][C:24]2[C:19](=[C:20]([O:27][CH3:28])[CH:21]=[CH:22][CH:23]=2)[CH2:18]1)=[O:16].CI.[NH4+].[Cl-]>C1COCC1.CN(P(N(C)C)(N(C)C)=O)C>[CH3:13][O:14][C:15]([C:17]1([CH3:2])[CH2:26][CH2:25][C:24]2[C:19](=[C:20]([O:27][CH3:28])[CH:21]=[CH:22][CH:23]=2)[CH2:18]1)=[O:16] |f:4.5|. Procedure: To iPr2NH (202 mg, 2.0 mmol) in THF (1.0 mL) was added BuLi (2.5 M, 0.8 mL, 2.0 mmol) at −78° C. After 10 minutes, 8-methoxy-1,2,3,4-tetrahydro-naphthalene-2-carboxylic acid methyl ester in THF (1.0 mL) was added and the reaction mixture turned yellow. Methyl iodide (568 mg, 4.0 mmol) and HMPA (1.0 mL) were added after 30 minutes. The reaction mixture was allowed to stir at −78° C. for 3 hours at ambient temperature before aqueous NH4Cl was added. The mixture was extracted with ethyl acetate (3×...